From a dataset of the Open Reaction Database (ORD), a public repository of structured organic reaction records. describe an organic reaction: reactants, conditions, products, and yield The reactants are CCOc1cc(NC(=O)OC(C)(C)C)c(NC(=O)CC(=O)c2cccc(-n3ccnn3)c2)cc1C(F)(F)F, ClCCl, O=C(O)C(F)(F)F. Yields the product CCOc1cc2c(cc1C(F)(F)F)NC(=O)CC(c1cccc(-n3ccnn3)c1)=N2. As a reaction SMILES: [C:1]([O:2][C:3](=[O:4])[NH:7][c:8]1[c:9]([NH:21][C:22]([CH2:23][C:24](=[O:5])[c:25]2[cH:26][c:27](-[n:31]3[n:32][n:33][cH:34][cH:35]3)[cH:28][cH:29][cH:30]2)=[O:37])[cH:10][c:11]([C:17]([F:18])([F:19])[F:20])[c:12]([O:14][CH2:15][CH3:16])[cH:13]1)([CH3:6])([CH3:36])[CH3:38].[Cl:46][CH2:47][Cl:48].[F:39][C:40]([F:41])([F:42])[C:43]([OH:44])=[O:45]>>[N:7]1=[C:24]([c:25]2[cH:26][c:27](-[n:31]3[n:32][n:33][cH:34][cH:35]3)[cH:28][cH:29][cH:30]2)[CH2:23][C:22](=[O:37])[NH:21][c:9]2[c:8]1[cH:13][c:12]([O:14][CH2:15][CH3:16])[c:11]([C:17]([F:18])([F:19])[F:20])[cH:10]2.